This data is from the Open Reaction Database (ORD), a public repository of structured organic reaction records. The task is: describe an organic reaction: reactants, conditions, products, and yield Reactants: CCCCO, CC(C)O, Clc1nc(Cl)c2[nH]cnc2n1, Nc1cccc(F)c1, CN(C)C=O. Product: Fc1cccc(Nc2nc(Cl)nc3nc[nH]c23)c1. Reaction SMILES: [CH2:29]([OH:30])[CH2:31][CH2:32][CH3:33].[CH:25]([OH:26])([CH3:27])[CH3:28].[Cl:1][c:2]1[n:3][c:4]([Cl:11])[c:5]2[nH:6][cH:7][n:8][c:9]2[n:10]1.[F:12][c:13]1[cH:14][c:15]([NH2:16])[cH:17][cH:18][cH:19]1.[O:20]=[CH:21][N:22]([CH3:23])[CH3:24]>>[Cl:1][c:2]1[n:3][c:4]([NH:16][c:15]2[cH:14][c:13]([F:12])[cH:19][cH:18][cH:17]2)[c:5]2[nH:6][cH:7][n:8][c:9]2[n:10]1. The reactants are C(C)(C)(C)OC(NC=1SC[C@H]2[C@@](N1)(CO[C@@H]2C(F)(F)F)C2=C(C=CC(=C2)N)F)=O (tert-butyl[(4aS,5S,7aS)-7a-(5-amino-2-fluorophenyl)-5-trifluoromethyl-4a,5,7,7a-tetrahydro-4H-furo[3,4-d][1,3]thiazin-2-yl]carbamate), COC=1C=CC(=NC1)C(=O)O (5-methoxypyridine-2-carboxylic acid). The product is NC=1SC[C@H]2[C@@](N1)(CO[C@@H]2C(F)(F)F)C=2C=C(C=CC2F)NC(C2=NC=C(C=C2)OC)=O (N-(3-((4aS,5S,7aS)-2-amino-5-(trifluoromethyl)-4a,5,7,7a-tetrahydro-4H-furo[3,4-d][1,3]thiazin-7a-yl)-4-fluorophenyl)-5-methoxypicolinamide). RXN SMILES: C(OC(=O)[NH:7][C:8]1[S:9][CH2:10][C@@H:11]2[C@@H:16]([C:17]([F:20])([F:19])[F:18])[O:15][CH2:14][C@:12]2([C:21]2[CH:26]=[C:25]([NH2:27])[CH:24]=[CH:23][C:22]=2[F:28])[N:13]=1)(C)(C)C.[CH3:30][O:31][C:32]1[CH:33]=[CH:34][C:35]([C:38](O)=[O:39])=[N:36][CH:37]=1>>[NH2:7][C:8]1[S:9][CH2:10][C@@H:11]2[C@@H:16]([C:17]([F:19])([F:20])[F:18])[O:15][CH2:14][C@:12]2([C:21]2[CH:26]=[C:25]([NH:27][C:38](=[O:39])[C:35]3[CH:34]=[CH:33][C:32]([O:31][CH3:30])=[CH:37][N:36]=3)[CH:24]=[CH:23][C:22]=2[F:28])[N:13]=1. Reported procedure: Synthesized from tert-butyl[(4aS,5S,7aS)-7a-(5-amino-2-fluorophenyl)-5-trifluoromethyl-4a,5,7,7a-tetrahydro-4H-furo[3,4-d][1,3]thiazin-2-yl]carbamate and 5-methoxypyridine-2-carboxylic acid according to the general procedure. 1H NMR (400 MHz, CDCl3) δ ppm 2.88 (dd, J=13.8, 3.7 Hz, 1 H), 3.23 (dd, J=13.8, 2.4 Hz, 1 H), 3.46 (d, J=7.3 Hz, 1 H), 3.89-4.02 (m, 4 H), 4.54-5.00 (m, 4 H), 7.11 (dd, J=11.9, 8.8 Hz, 1 H), 7.36 (dd, J=8.8, 2.8 Hz, 1 H), 7.61 (dd, J=7.1, 2.8 Hz, 1 H), 7.97 (dt, J=8.5, 3.6 ... Reactants: BrCC1=CC=C(C(=O)[O-])C=C1 (4-Bromomethylbenzoate), NC1CCN(CC1)CC1=CC=CC=C1 (4-Amino-1-benzyl piperidine), C1(=CC=CC=C1)P(C1=C(C2=CC=CC=C2C=C1)C1=C(C=CC2=CC=CC=C12)P(C1=CC=CC=C1)C1=CC=CC=C1)C1=CC=CC=C1 ((±)-2,2'-bis(diphenyl-phosphino)-1,1'-binaphthyl), C([O-])([O-])=O.[Cs+].[Cs+] (cesium carbonate). Reagents/catalysts: C=1C=CC(=CC1)/C=C/C(=O)/C=C/C2=CC=CC=C2.C=1C=CC(=CC1)/C=C/C(=O)/C=C/C2=CC=CC=C2.C=1C=CC(=CC1)/C=C/C(=O)/C=C/C2=CC=CC=C2.[Pd].[Pd] (tris(dibenzylideneacetone)-dipalladium(0)). Run in C1(=CC=CC=C1)C (toluene), CO.C(Cl)Cl (MeOH CH2Cl2). Conditions: temperature 80 celsius. Product: COC(C1=CC=C(C=C1)NC1CCN(CC1)CC1=CC=CC=C1)=O (4-(1-Benzylpiperidin-4-ylamino)benzoic Acid Methyl Ester), residue. The yield is 35.0%. As a reaction SMILES: BrC[C:3]1[CH:11]=[CH:10][C:6]([C:7]([O-:9])=[O:8])=[CH:5][CH:4]=1.[NH2:12][CH:13]1[CH2:18][CH2:17][N:16]([CH2:19][C:20]2[CH:25]=[CH:24][CH:23]=[CH:22][CH:21]=2)[CH2:15][CH2:14]1.[C:26]1(P(C2C=CC=CC=2)C2C=CC3C(=CC=CC=3)C=2C2C3C(=CC=CC=3)C=CC=2P(C2C=CC=CC=2)C2C=CC=CC=2)C=CC=CC=1.C(=O)([O-])[O-].[Cs+].[Cs+]>C1(C)C=CC=CC=1.CO.C(Cl)Cl.C1C=CC(/C=C/C(/C=C/C2C=CC=CC=2)=O)=CC=1.C1C=CC(/C=C/C(/C=C/C2C=CC=CC=2)=O)=CC=1.C1C=CC(/C=C/C(/C=C/C2C=CC=CC=2)=O)=CC=1.[Pd].[Pd]>[CH3:26][O:9][C:7](=[O:8])[C:6]1[CH:5]=[CH:4][C:3]([NH:12][CH:13]2[CH2:18][CH2:17][N:16]([CH2:19][C:20]3[CH:25]=[CH:24][CH:23]=[CH:22][CH:21]=3)[CH2:15][CH2:14]2)=[CH:11][CH:10]=1 |f:3.4.5,7.8,9.10.11.12.13|. Reported procedure: 4-Bromomethylbenzoate (4.3 g, 20 mmol) was dissolved in 40 mL of anhydrous toluene. 4-Amino-1-benzyl piperidine (4.8 mL, 22 mmol), tris(dibenzylideneacetone)-dipalladium(0) (60 mg, 0.07 mmol), (±)-2,2'-bis(diphenyl-phosphino)-1,1'-binaphthyl [(±)-BINAP] (124 mg, 0.2 mmol) and cesium carbonate (9.2 g, 28 mmol) were added sequentially at 25° C. The resulting mixture was stirred and heated to 80° C., maintained at that temperature for 12 h, then was cooled to 25° C. The reaction mixture was diluted... Starting materials: O (water), ice, O (water), ice, [OH-].[Na+] (NaOH), C(C1=CC=CC=C1)OC=1C=2N(C=CC1)C(=C(N2)C(=O)OC)C (8-benzyloxy-2-methoxycarbonyl-3-methyl-imidazo[1,2-a]pyridine), [H-].[H-].[H-].[H-].[Li+].[Al+3] (LiAlH4). Solvent: O1CCCC1 (tetrahydrofuran). Conditions: temperature 3 celsius, time 20 minute. Product: C(C1=CC=CC=C1)OC=1C=2N(C=CC1)C(=C(N2)CO)C (8-Benzyloxy-2-hydroxymethyl-3-methylimidazo[1,2-a]pyridine). RXN SMILES: [H-].[H-].[H-].[H-].[Li+].[Al+3].[CH2:7]([O:14][C:15]1[C:16]2[N:17]([C:21]([CH3:28])=[C:22]([C:24](OC)=[O:25])[N:23]=2)[CH:18]=[CH:19][CH:20]=1)[C:8]1[CH:13]=[CH:12][CH:11]=[CH:10][CH:9]=1.O.[OH-].[Na+]>O1CCCC1>[CH2:7]([O:14][C:15]1[C:16]2[N:17]([C:21]([CH3:28])=[C:22]([CH2:24][OH:25])[N:23]=2)[CH:18]=[CH:19][CH:20]=1)[C:8]1[CH:9]=[CH:10][CH:11]=[CH:12][CH:13]=1 |f:0.1.2.3.4.5,8.9|. Procedure details: To an ice-cooled suspension of LiAlH4 (1.03 g) in tetrahydrofuran (THF) (200 ml) there was added 8-benzyloxy-2-methoxycarbonyl-3-methyl-imidazo[1,2-a]pyridine (13.3 g) obtained according to Example VI in several portions over 20 minutes. The temperature was maintained below +8° C. After all the substance hadbeen added, stirring with cooling was continued for 30 min. and thereafter the mixture was stirred at room temperature for another hour. The reactionmixture was cooled to 3° C. and to the sti...